This data is from the Open Reaction Database (ORD), a public repository of structured organic reaction records. The task is: describe an organic reaction: reactants, conditions, products, and yield Reactants: C(C)C1=CC=C(C=C1)O (4-ethylphenol), BrBr (bromine). Reaction conditions: time 1 hour. Solvent: C(Cl)(Cl)Cl (chloroform). Reaction SMILES: [CH2:1]([C:3]1[CH:8]=[CH:7][C:6]([OH:9])=[CH:5][CH:4]=1)[CH3:2].[Br:10]Br>C(Cl)(Cl)Cl>[Br:10][C:5]1[CH:4]=[C:3]([CH2:1][CH3:2])[CH:8]=[CH:7][C:6]=1[OH:9]. Reported procedure: A solution was prepared by dissolving 105 g of 4-ethylphenol into 500 ml of chloroform. The solution was cooled by ice water bath, followed by dropwise addition of 45 ml of bromine while stirring. The addition was took 1 hour. Then, the reaction mixture was cooled by an ice water bath while stirring for 4 hours, moved into a separatory funnel to wash with water, an aqueous solution saturated with NaCl, 10% water solution of sodium hydrogencarbonate and an aqueous solution saturated with NaCl in ... Product: BrC1=C(C=CC(=C1)CC)O (2-bromo-4-ethylphenol).